From a dataset of the Open Reaction Database (ORD), a public repository of structured organic reaction records. describe an organic reaction: reactants, conditions, products, and yield Reactants: Cl.CN(CCCN=C=NCC)C (1-(3-Dimethylaminopropyl)-3-ethylcarbodiimide hydrochloride), C(=O)(O)C=1NC2=CC(=CC=C2C1)C(=O)NCCC1=NC=CC=C1 (2-carboxy-N-[2-(2-pyridinyl)ethyl]indole-6-carboxamide), C(C)(C)(C)OC(=O)N1CC(C2=CC=C(C=C12)[N+](=O)[O-])CCl (1-(t-Butoxycarbonyl)-3-(chloromethyl)-6-nitroindoline). Solvent: CN(C)C=O (DMF), Cl (HCl). Conditions: temperature 20 celsius. Yields the product ClCC1CN(C2=CC(=CC=C12)[N+](=O)[O-])C(=O)C=1NC2=CC(=CC=C2C1)C(=O)NCCC1=NC=CC=C1 (2-[[3-(chloromethyl)-6-nitroindolin-1-yl]carbonyl]-N-[2-(2-pyridinyl)ethyl]indole-6-carboxamide). Isolated yield 67.1%. RXN SMILES: C(O[C:6]([N:8]1[C:16]2[C:11](=[CH:12][CH:13]=[C:14]([N+:17]([O-:19])=[O:18])[CH:15]=2)[CH:10]([CH2:20][Cl:21])[CH2:9]1)=[O:7])(C)(C)C.Cl.CN(C)CCCN=C=NCC.C([C:37]1[NH:38][C:39]2[C:44]([CH:45]=1)=[CH:43][CH:42]=[C:41]([C:46]([NH:48][CH2:49][CH2:50][C:51]1[CH:56]=[CH:55][CH:54]=[CH:53][N:52]=1)=[O:47])[CH:40]=2)(O)=O>Cl.CN(C=O)C>[Cl:21][CH2:20][CH:10]1[C:11]2[C:16](=[CH:15][C:14]([N+:17]([O-:19])=[O:18])=[CH:13][CH:12]=2)[N:8]([C:6]([C:37]2[NH:38][C:39]3[C:44]([CH:45]=2)=[CH:43][CH:42]=[C:41]([C:46]([NH:48][CH2:49][CH2:50][C:51]2[CH:56]=[CH:55][CH:54]=[CH:53][N:52]=2)=[O:47])[CH:40]=3)=[O:7])[CH2:9]1 |f:1.2|. Procedure: 1-(t-Butoxycarbonyl)-3-(chloromethyl)-6-nitroindoline (248 mg, 0.79 mmol) was stirred in HCl-saturated dioxane (8 mL) at 20° C. for 40 min (until tlc indicated complete reaction) and the mixture evaporated. 1-(3-Dimethylaminopropyl)-3-ethylcarbodiimide hydrochloride (0.30 g, 1.58 mmol) and 2-carboxy-N-[2-(2-pyridinyl)ethyl]indole-6-carboxamide (245 mg, 0.79 mmol) in DMF (20 mL) were added and the orange solution stirred at 20° C. After 24 h the DMF was evaporated, and the residue triturated with... The reactants are Cl.Cl.N1CC(C1)C=1C(=C(C=C(C1C)Cl)C(C)N1N=C(C=2C1=NC=NC2N)C)OC (1-[1-(3-azetidin-3-yl-5-chloro-2-methoxy-4-methylphenyl)ethyl]-3-methyl-1H-pyrazolo[3,4-d]pyrimidin-4-amine dihydrochloride), C(C)=O (acetaldehyde). Product: ClC=1C(=C(C(=C(C1)C(C)N1N=C(C=2C1=NC=NC2N)C)OC)C2CN(C2)CC)C (1-{1-[5-Chloro-3-(1-ethylazetidin-3-yl)-2-methoxy-4-methylphenyl]ethyl}-3-methyl-1H-pyrazolo[3,4-d]pyrimidin-4-amine). Reaction SMILES: Cl.Cl.[NH:3]1[CH2:6][CH:5]([C:7]2[C:8]([O:28][CH3:29])=[C:9]([CH:15]([N:17]3[C:21]4=[N:22][CH:23]=[N:24][C:25]([NH2:26])=[C:20]4[C:19]([CH3:27])=[N:18]3)[CH3:16])[CH:10]=[C:11]([Cl:14])[C:12]=2[CH3:13])[CH2:4]1.[CH:30](=O)[CH3:31]>>[Cl:14][C:11]1[C:12]([CH3:13])=[C:7]([CH:5]2[CH2:4][N:3]([CH2:30][CH3:31])[CH2:6]2)[C:8]([O:28][CH3:29])=[C:9]([CH:15]([N:17]2[C:21]3=[N:22][CH:23]=[N:24][C:25]([NH2:26])=[C:20]3[C:19]([CH3:27])=[N:18]2)[CH3:16])[CH:10]=1 |f:0.1.2|. Reported procedure: This compound was prepared using procedures analogous to those for Example 1, with racemic 1-[1-(3-azetidin-3-yl-5-chloro-2-methoxy-4-methylphenyl)ethyl]-3-methyl-1H-pyrazolo[3,4-d]pyrimidin-4-amine dihydrochloride from Example 2, Step 1 and acetaldehyde instead of acetone. The crude purified using RP-HPLC (XBridge C18 column, eluting with a gradient of acetonitrile/water containing 0.1% ammonium hydroxide, at flow rate of 30 mL/min) to give the desired product. The product was isolated as a rac... Starting materials: COc1ccc(CN)cc1, CC(=O)O, O, O=C1OC(=O)c2c(O)cccc21. Yields the product COc1ccc(CN2C(=O)c3cccc(O)c3C2=O)cc1. As a reaction SMILES: [CH3:13][O:14][c:15]1[cH:16][cH:17][c:18]([CH2:19][NH2:20])[cH:21][cH:22]1.[CH3:23][C:24](=[O:25])[OH:26].[OH2:27].[OH:1][c:2]1[c:3]2[c:4]([cH:10][cH:11][cH:12]1)[C:5](=[O:6])[O:7][C:8]2=[O:9]>>[OH:1][c:2]1[c:3]2[c:4]([cH:10][cH:11][cH:12]1)[C:5](=[O:7])[N:20]([CH2:19][c:18]1[cH:17][cH:16][c:15]([O:14][CH3:13])[cH:22][cH:21]1)[C:8]2=[O:9]. Reactants: C(=O)([O-])[O-].[Cs+].[Cs+] (Cs2CO3), COC(CCCCCCCC(=O)O)=O (nonanedioic acid monomethyl ester), C(OC(C)Cl)(OCC)=O (1-Chloroethyl ethyl carbonate). Reagents/catalysts: [Na+].[I-] (NaI). Solvent: C1CCOC1 (THF), C1CCOC1 (THF). Conditions: temperature 60 celsius, time 48 hour. The product is COC(CCCCCCCC(=O)OC(C)OC(=O)OCC)=O (nonanedioic acid 1-(ethoxycarbonyloxy)-ethyl ester methyl ester). Isolated yield 75.4%. RXN SMILES: C([O-])([O-])=O.[Cs+].[Cs+].[CH3:7][O:8][C:9](=[O:20])[CH2:10][CH2:11][CH2:12][CH2:13][CH2:14][CH2:15][CH2:16][C:17]([OH:19])=[O:18].[C:21](=[O:29])([O:26][CH2:27][CH3:28])[O:22][CH:23](Cl)[CH3:24]>C1COCC1.[Na+].[I-]>[CH3:7][O:8][C:9](=[O:20])[CH2:10][CH2:11][CH2:12][CH2:13][CH2:14][CH2:15][CH2:16][C:17]([O:19][CH:23]([O:22][C:21]([O:26][CH2:27][CH3:28])=[O:29])[CH3:24])=[O:18] |f:0.1.2,6.7|. Procedure: A heterogeneous solution of Cs2CO3 (1.30 g, 4.0 mmol), NaI (30 mg, 0.20 mmol) and nonanedioic acid monomethyl ester (0.95 g, 4.0 mmol) in THF (15 ml) was stirred for ½ hour at 60° C. 1-Chloroethyl ethyl carbonate (0.61 g, 4.0 mmol) in THF (5 ml) was added dropwise to the solution and stirred at 60° C. for 48 hours. The reaction mixture was cooled to room temperature and evaporated in vacuo. Diethyl ether (25 ml) was added and the residue was washed with saturated NaHCO3 (3×25 ml), dried with MgS... Starting materials: CC(CCCCCCCCCCCCNC1=CC=C(C(=O)OCC)C=C1)(C)C (ethyl 4-(13,13-dimethyltetradecyl)aminobenzoate), Cl (hydrochloric acid), C(C)O (ethanol), [OH-].[K+] (potassium hydroxide). Solvent: O (water). Product: CC(CCCCCCCCCCCCNC1=CC=C(C(=O)O)C=C1)(C)C (4-(13,13-dimethyltetradecyl)aminobenzoic acid). RXN SMILES: [CH3:1][C:2]([CH3:28])([CH3:27])[CH2:3][CH2:4][CH2:5][CH2:6][CH2:7][CH2:8][CH2:9][CH2:10][CH2:11][CH2:12][CH2:13][CH2:14][NH:15][C:16]1[CH:26]=[CH:25][C:19]([C:20]([O:22]CC)=[O:21])=[CH:18][CH:17]=1.C(O)C.[OH-].[K+].Cl>O>[CH3:1][C:2]([CH3:28])([CH3:27])[CH2:3][CH2:4][CH2:5][CH2:6][CH2:7][CH2:8][CH2:9][CH2:10][CH2:11][CH2:12][CH2:13][CH2:14][NH:15][C:16]1[CH:17]=[CH:18][C:19]([C:20]([OH:22])=[O:21])=[CH:25][CH:26]=1 |f:2.3|. Procedure details: A solution of 5 g. of ethyl 4-(13,13-dimethyltetradecyl)aminobenzoate in 75 ml. 95% ethanol is saponified with 2.5 g. of 85% potassium hydroxide by refluxing for 5 hours. The warm solution is diluted with 150 ml. water and adjusted to pH 5 with 37% hydrochloric acid. The precipitate is filtered, washed with water, dried in vacuo and crystallized from acetic acid to yield the title compound as a creamcolored, amorphous solid. Reactants: FC1=CC=C(C=C1)N1C(C(=C(C=C1)I)C(=O)O)=O (1-(4-fluorophenyl)-4-iodo-2-oxo-1,2-dihydropyridine-3-carboxylic acid), FC=1C=C(N)C=CC1OC1=C2C(=NC=C1)C=C(O2)C2=CC=CC=C2 (3-fluoro-4-[(2-phenylfuro[3,2-b]pyridin-7-yl)oxy]aniline). Product: FC=1C=C(C=CC1OC1=C2C(=NC=C1)C=C(O2)C2=CC=CC=C2)NC(=O)C=2C(N(C=CC2I)C2=CC=C(C=C2)F)=O (1-(4-Fluoro-phenyl)-4-iodo-2-oxo-1,2-dihydro-pyridine-3-carboxylic acid [3-fluoro-4-(2-phenyl-furo[3,2-b]pyridin-7-yloxy)-phenyl]-amide), solid. RXN SMILES: [F:1][C:2]1[CH:7]=[CH:6][C:5]([N:8]2[CH:13]=[CH:12][C:11]([I:14])=[C:10]([C:15]([OH:17])=O)[C:9]2=[O:18])=[CH:4][CH:3]=1.[F:19][C:20]1[CH:21]=[C:22]([CH:24]=[CH:25][C:26]=1[O:27][C:28]1[CH:33]=[CH:32][N:31]=[C:30]2[CH:34]=[C:35]([C:37]3[CH:42]=[CH:41][CH:40]=[CH:39][CH:38]=3)[O:36][C:29]=12)[NH2:23]>>[F:19][C:20]1[CH:21]=[C:22]([NH:23][C:15]([C:10]2[C:9](=[O:18])[N:8]([C:5]3[CH:4]=[CH:3][C:2]([F:1])=[CH:7][CH:6]=3)[CH:13]=[CH:12][C:11]=2[I:14])=[O:17])[CH:24]=[CH:25][C:26]=1[O:27][C:28]1[CH:33]=[CH:32][N:31]=[C:30]2[CH:34]=[C:35]([C:37]3[CH:42]=[CH:41][CH:40]=[CH:39][CH:38]=3)[O:36][C:29]=12. Procedure details: The title compound was prepared by procedure G using 1-(4-fluorophenyl)-4-iodo-2-oxo-1,2-dihydropyridine-3-carboxylic acid (141.25 mg; 0.39 mmol; 1.20 eq.) instead of 1-(2-hydroxy-2-methyl-propyl)-5-methyl-3-oxo-2-phenyl-2,3-dihydro-1H-pyrazole-4-carboxylic acid and using 3-fluoro-4-[(2-phenylfuro[3,2-b]pyridin-7-yl)oxy]aniline (105.00 mg; 0.33 mmol; 1.00 eq.) instead of 4-[(2-phenylfuro[3,2-b]pyridin-7-yl)oxy]aniline, and was obtained as a brown solid (106 mg, 49%). (HPLC (method F): 94%, RT: 4... Yield: 49.0%. The reactants are C(CCC)N=C=O (n-Butyl isocyanate), ClC=1C=C2C(N(C(C2=CC1)=O)C1=NC2=NC(=CC=C2C=C1)Cl)O (5-chloro-2-(7-chloro-1,8-naphthyridin-2-yl)-3-hydroxy-isoindolin-1-one), N1=CC=CC=C1 (Pyridine). Solvent: C(C)#N (acetonitrile), C(C)N(CC)CC (triethylamine), C(C)N(CC)CC (triethylamine). Reaction conditions: time 40 minute. Product: ClC=1C=C2C(N(C(C2=CC1)=O)C1=NC2=NC(=CC=C2C=C1)Cl)OC(=O)NCCCC (5-chloro-2-(7-chloro-1,8-naphthyridin-2-yl)-3-n-butylaminocarbonyloxy-isoindolin-1-one). RXN SMILES: [CH2:1]([N:5]=[C:6]=[O:7])[CH2:2][CH2:3][CH3:4].[Cl:8][C:9]1[CH:10]=[C:11]2[C:15](=[CH:16][CH:17]=1)[C:14](=[O:18])[N:13]([C:19]1[CH:28]=[CH:27][C:26]3[C:21](=[N:22][C:23]([Cl:29])=[CH:24][CH:25]=3)[N:20]=1)[CH:12]2[OH:30].N1C=CC=CC=1>C(#N)C.C(N(CC)CC)C>[Cl:8][C:9]1[CH:10]=[C:11]2[C:15](=[CH:16][CH:17]=1)[C:14](=[O:18])[N:13]([C:19]1[CH:28]=[CH:27][C:26]3[C:21](=[N:22][C:23]([Cl:29])=[CH:24][CH:25]=3)[N:20]=1)[CH:12]2[O:30][C:6]([NH:5][CH2:1][CH2:2][CH2:3][CH3:4])=[O:7]. Procedure details: n-Butyl isocyanate (11.2 cc.) is added over the course of 15 minutes to a suspension of 5-chloro-2-(7-chloro-1,8-naphthyridin-2-yl)-3-hydroxy-isoindolin-1-one (3.5 g.) in acetonitrile (350 cc.) and triethylamine (0.2 cc.) heated at the reflux temperature. Pyridine (10 cc.) and triethylamine (5 cc.) are added and refluxing is continued for a further 40 minutes. After filtering hot and then cooling, the precipitate formed is filtered off and recrystallised from acetonitrile (250 cc.) to give 5-chl...